This data is from the Open Reaction Database (ORD), a public repository of structured organic reaction records. The task is: describe an organic reaction: reactants, conditions, products, and yield The reactants are O=C(OC1CCOC(COCc2ccccc2)C1O)c1ccccc1, O, O=S(=O)(Cl)Cl, c1ccncc1. The product is O=C(OC1CCOC(COCc2ccccc2)C1Cl)c1ccccc1. RXN SMILES: [C:6]([c:7]1[cH:8][cH:9][cH:10][cH:11][cH:12]1)(=[O:13])[O:14][CH:15]1[CH2:16][CH2:17][O:18][CH:19]([CH2:22][O:23][CH2:24][c:25]2[cH:26][cH:27][cH:28][cH:29][cH:30]2)[CH:20]1[OH:21].[OH2:31].[S:1]([Cl:2])(=[O:3])([Cl:4])=[O:5].[cH:32]1[cH:33][cH:34][n:35][cH:36][cH:37]1>>[Cl:4][CH:20]1[CH:15]([O:14][C:6]([c:7]2[cH:8][cH:9][cH:10][cH:11][cH:12]2)=[O:13])[CH2:16][CH2:17][O:18][CH:19]1[CH2:22][O:23][CH2:24][c:25]1[cH:26][cH:27][cH:28][cH:29][cH:30]1. The reactants are C(C(C)C)OC(N\C(\CC1CCC(CC1)C1=CC=C(C=C1)C=1N=NC(=CC1)NC=1C=NC(=CC1)C(F)(F)F)=N/O)=O ([1-[(Z)-hydroxyimino]-2-(4-{4-[6-(6-trifluoromethyl-pyridin-3-ylamino)-pyridazin-3-yl]-phenyl}-cyclohexyl)-ethyl]-carbamic acid isobutyl ester). Solvent: C1(=CC(=CC=C1)C)C.C1CCOC1 (m-xylene THF). Conditions: temperature 180 celsius. Product: FC(C1=CC=C(C=N1)NC1=CC=C(N=N1)C1=CC=C(C=C1)C1CCC(CC1)CC1=NOC(N1)=O)(F)F (3-(4-{4-[6-(6-Trifluoromethyl-pyridin-3-ylamino)-pyridazin-3-yl]-phenyl}-cyclohexylmethyl)-4H-[1,2,4]oxadiazol-5-one). Reaction SMILES: C([O:5][C:6](=[O:41])[NH:7]/[C:8](=[N:39]\O)/[CH2:9][CH:10]1[CH2:15][CH2:14][CH:13]([C:16]2[CH:21]=[CH:20][C:19]([C:22]3[N:23]=[N:24][C:25]([NH:28][C:29]4[CH:30]=[N:31][C:32]([C:35]([F:38])([F:37])[F:36])=[CH:33][CH:34]=4)=[CH:26][CH:27]=3)=[CH:18][CH:17]=2)[CH2:12][CH2:11]1)C(C)C>C1(C)C=CC=C(C)C=1.C1COCC1>[F:36][C:35]([F:37])([F:38])[C:32]1[N:31]=[CH:30][C:29]([NH:28][C:25]2[N:24]=[N:23][C:22]([C:19]3[CH:18]=[CH:17][C:16]([CH:13]4[CH2:12][CH2:11][CH:10]([CH2:9][C:8]5[NH:7][C:6](=[O:41])[O:5][N:39]=5)[CH2:15][CH2:14]4)=[CH:21][CH:20]=3)=[CH:27][CH:26]=2)=[CH:34][CH:33]=1 |f:1.2|. Procedure: A solution of [1-[(Z)-hydroxyimino]-2-(4-{4-[6-(6-trifluoromethyl-pyridin-3-ylamino)-pyridazin-3-yl]-phenyl}-cyclohexyl)-ethyl]-carbamic acid isobutyl ester (0.13 g, 0.23 mmol; 1.0 equiv) was dissolved in a m-xylene/THF (4:1) mixture and then heated to 180° C. for 20 min. The cooled reaction was partitioned between EtOAc and water, and the organic layers were washed with brine and dried. Purification by silica gel chromatography (10-100% MeOH in DCM) afforded the title compound: 1H NMR (400 MHz,... Starting materials: C(CC)C=1C=CC=2C(N=C(N2)N2CCN(CC2)C(N)=N)=CC1 (4-(6-propyl-2-cycloheptimidazolyl)-1-piperazinecarboximidamide), N1(CCNCC1)C=1N=C2C(N1)=CC=CC=C2 (2-(1-piperazinyl)cycloheptimidazole), BrC=1C=CC=2C(N=C(N2)N2CCN(CC2)C(N)=N)=CC1 (4-(6-bromo-2-cycloheptimidazolyl)-1-piperazinecarboximidamide), FC(C=1C=CC=2C(N=C(N2)N2CCN(CC2)C(N)=N)=CC1)(F)F (4-(6-trifluoromethyl-2-cycloheptimidazolyl)-1-piperazinecarboximidamide), N1=C(N=C2C1=CC=CC=C2)N2C(CN(CC2)C(N)=N)CC (4-(2-cycloheptimidazolyl)-3-ethyl-1-piperazinecarboximidamide), N1=C(N=C2C1=CC=CC=C2)N2C(CN(CC2)C(N)=N)C (4-(2-cycloheptimidazolyl)-3-methyl-1-piperazinecarboximidamide), C(C)OC=1C=CC=2C(N=C(N2)N2CCN(CC2)C(N)=N)=CC1 (4-(6-ethoxy-2-cycloheptimidazolyl)-1-piperazinecarboximidamide). Yields the product N1=C(N=C2C1=CC=CC=C2)N2CCN(CC2)C(N)=N (4-(2-CYCLOHEPTIMIDAZOLYL)-1-PIPERAZINECARBOXIMIDAMIDE). RXN SMILES: N1(C2N=C3C=CC=CC=C3N=2)CCNCC1.[N:17]1[C:21]2=[CH:22][CH:23]=[CH:24][CH:25]=[CH:26][C:20]2=[N:19][C:18]=1[N:27]1[CH2:32][CH2:31][N:30]([C:33](=[NH:35])[NH2:34])[CH2:29][CH:28]1CC.N1C2=CC=CC=CC2=NC=1N1CCN(C(=N)N)CC1C.BrC1C=CC2C(=CC=1)N=C(N1CCN(C(=N)N)CC1)N=2.C(C1C=CC2C(=CC=1)N=C(N1CCN(C(=N)N)CC1)N=2)CC.C(OC1C=CC2C(=CC=1)N=C(N1CCN(C(=N)N)CC1)N=2)C.FC(F)(F)C1C=CC2C(=CC=1)N=C(N1CCN(C(=N)N)CC1)N=2>>[N:17]1[C:21]2=[CH:22][CH:23]=[CH:24][CH:25]=[CH:26][C:20]2=[N:19][C:18]=1[N:27]1[CH2:28][CH2:29][N:30]([C:33](=[NH:34])[NH2:35])[CH2:31][CH2:32]1. Procedure: In the same manner but replacing 2-(1-piperazinyl)cycloheptimidazole with an equivalent amount of another compound of formula I described in Example 2, the following compounds of formula I are obtained, respectively: 4-(2-cycloheptimidazolyl)-3-ethyl-1-piperazinecarboximidamide, 4-(2-cycloheptimidazolyl)-3-methyl-1-piperazinecarboximidamide, 4-(6-bromo-2-cycloheptimidazolyl)-1-piperazinecarboximidamide, 4-(6-propyl-2-cycloheptimidazolyl)-1-piperazinecarboximidamide, 4-(6-ethoxy-2-cycloheptimidaz... Starting materials: CC=1N(C2=C(N1)C(C1=C(C=C2)C=CC=C1)=O)CC1=CC=C(C=C1)OC (2-Methyl-1-(4-methoxyphenylmethyl)-4H-benzo[5,6]cyclohepta[1,2-d]imidazol-4-one), [BH4-].[Na+] (sodium borohydride). Run in C(C)O (ethanol), ClCCl (dichloromethane). Yields the product CC=1N(C2=C(N1)C(C1=C(C=C2)C=CC=C1)O)CC1=CC=C(C=C1)OC (2-Methyl-1-(4-methoxyphenylmethyl)-4H-benzo[5,6]cyclohepta[1,2-d]imidazol-4-ol). Reaction SMILES: [CH3:1][C:2]1[N:3]([CH2:17][C:18]2[CH:23]=[CH:22][C:21]([O:24][CH3:25])=[CH:20][CH:19]=2)[C:4]2[CH:11]=[CH:10][C:9]3[CH:12]=[CH:13][CH:14]=[CH:15][C:8]=3[C:7](=[O:16])[C:5]=2[N:6]=1.[BH4-].[Na+]>C(O)C.ClCCl>[CH3:1][C:2]1[N:3]([CH2:17][C:18]2[CH:23]=[CH:22][C:21]([O:24][CH3:25])=[CH:20][CH:19]=2)[C:4]2[CH:11]=[CH:10][C:9]3[CH:12]=[CH:13][CH:14]=[CH:15][C:8]=3[CH:7]([OH:16])[C:5]=2[N:6]=1 |f:1.2|. Procedure: To a stirred solution of the product from step (ii) (1 g) in ethanol (40 ml) and dichloromethane (20 ml) was added sodium borohydride (0.28 g). After 48 h the solvent was evaporated (without heat) under reduced pressure and the residue partitioned between dilute aqueous sodium hydroxide solution and dichloromethane. The organic phase was collected, dried, (MgSO4) and solvent evaporated under reduced pressure to leave a yellow foam. The reactants are CC(=O)Nc1cccc(N)c1, CN1CCCC1=O, Cn1cc(CNc2nc(On3nnc4ccccc43)ncc2C(N)=O)cn1. Product: CC(=O)Nc1cccc(Nc2ncc(C(N)=O)c(NCc3cnn(C)c3)n2)c1. As a reaction SMILES: [C:28]([CH3:29])(=[O:30])[NH:31][c:32]1[cH:33][c:34]([NH2:35])[cH:36][cH:37][cH:38]1.[CH3:39][N:40]1[CH2:41][CH2:42][CH2:43][C:44]1=[O:45].[n:1]1([O:2][c:11]2[n:12][cH:13][c:14]([C:25](=[O:26])[NH2:27])[c:15]([NH:17][CH2:18][c:19]3[cH:20][n:21][n:22]([CH3:24])[cH:23]3)[n:16]2)[c:3]2[cH:4][cH:5][cH:6][cH:7][c:8]2[n:9][n:10]1>>[c:11]1([NH:35][c:34]2[cH:33][c:32]([NH:31][C:28]([CH3:29])=[O:30])[cH:38][cH:37][cH:36]2)[n:12][cH:13][c:14]([C:25](=[O:26])[NH2:27])[c:15]([NH:17][CH2:18][c:19]2[cH:20][n:21][n:22]([CH3:24])[cH:23]2)[n:16]1.